Task: describe an organic reaction: reactants, conditions, products, and yield. Dataset: the Open Reaction Database (ORD), a public repository of structured organic reaction records Reactants: CCCCCCCCCCC#Cc1ccc(C=O)cc1, NCCc1ccccc1F. Product: CCCCCCCCCCC#Cc1ccc(CNCCc2ccccc2F)cc1. RXN SMILES: [C:1](#[C:2][CH2:3][CH2:4][CH2:5][CH2:6][CH2:7][CH2:8][CH2:9][CH2:10][CH2:11][CH3:12])[c:13]1[cH:14][cH:15][c:16]([CH:17]=[O:18])[cH:19][cH:20]1.[F:21][c:22]1[c:23]([CH2:28][CH2:29][NH2:30])[cH:24][cH:25][cH:26][cH:27]1>>[C:1](#[C:2][CH2:3][CH2:4][CH2:5][CH2:6][CH2:7][CH2:8][CH2:9][CH2:10][CH2:11][CH3:12])[c:13]1[cH:14][cH:15][c:16]([CH2:17][NH:30][CH2:29][CH2:28][c:23]2[c:22]([F:21])[cH:27][cH:26][cH:25][cH:24]2)[cH:19][cH:20]1. The reactants are O=C(Br)CBr, COc1ccc(CO)cc1, Cc1ccccc1, [Ca+2], [Cl-], [Cl-], c1ccncc1. Product: COc1ccc(COC(=O)CBr)cc1. As a reaction SMILES: [Br:1][CH2:2][C:3](=[O:4])[Br:5].[CH3:15][O:16][c:17]1[cH:18][cH:19][c:20]([CH2:21][OH:22])[cH:23][cH:24]1.[CH3:25][c:26]1[cH:27][cH:28][cH:29][cH:30][cH:31]1.[Ca+2:7].[Cl-:6].[Cl-:8].[cH:9]1[cH:10][cH:11][n:12][cH:13][cH:14]1>>[Br:1][CH2:2][C:3](=[O:4])[O:22][CH2:21][c:20]1[cH:19][cH:18][c:17]([O:16][CH3:15])[cH:24][cH:23]1. Starting materials: COC(=O)Cc1ccccc1OCc1ccccc1, CCCCCC, CC(C)[N-]C(C)C, C[Si](C)(C)Cl, [Li+], C1CCOC1. The product is COC(=Cc1ccccc1OCc1ccccc1)O[Si](C)(C)C. Reaction SMILES: [CH2:9]([c:10]1[cH:11][cH:12][cH:13][cH:14][cH:15]1)[O:16][c:17]1[c:18]([CH2:23][C:24](=[O:25])[O:26][CH3:27])[cH:19][cH:20][cH:21][cH:22]1.[CH3:38][CH2:39][CH2:40][CH2:41][CH2:42][CH3:43].[CH:1]([N-:2][CH:3]([CH3:4])[CH3:5])([CH3:6])[CH3:7].[Cl:28][Si:29]([CH3:30])([CH3:31])[CH3:32].[Li+:8].[O:33]1[CH2:34][CH2:35][CH2:36][CH2:37]1>>[CH2:9]([c:10]1[cH:11][cH:12][cH:13][cH:14][cH:15]1)[O:16][c:17]1[c:18]([CH:23]=[C:24]([O:25][Si:29]([CH3:30])([CH3:31])[CH3:32])[O:26][CH3:27])[cH:19][cH:20][cH:21][cH:22]1. RXN SMILES: Cl.Cl.[O:3]1[C:8]2=[CH:9][CH:10]=[CH:11][C:7]2=[CH:6][C:5]([CH:12]2[CH2:17][CH2:16][CH2:15][CH2:14][N:13]2[CH2:18][CH2:19][C@H:20]2[CH2:25][CH2:24][C@H:23]([NH2:26])[CH2:22][CH2:21]2)=[CH:4]1.[O:27]1[C:31]2[CH:32]=[CH:33][C:34]([CH2:36][C:37](O)=[O:38])=[CH:35][C:30]=2[O:29][CH2:28]1>>[O:27]1[C:31]2[CH:32]=[CH:33][C:34]([CH2:36][C:37]([NH:26][C@H:23]3[CH2:22][CH2:21][C@H:20]([CH2:19][CH2:18][N:13]4[CH2:14][CH2:15][CH2:16][CH2:17][CH:12]4[C:5]4[CH:6]=[C:7]5[CH:11]=[CH:10][CH:9]=[C:8]5[O:3][CH:4]=4)[CH2:25][CH2:24]3)=[O:38])=[CH:35][C:30]=2[O:29][CH2:28]1 |f:0.1.2|. Reactants: solid, Cl.Cl.O1C=C(C=C2C1=CC=C2)C2N(CCCC2)CC[C@@H]2CC[C@H](CC2)N (trans-4-[2-(4-benzofuran-3-yl-piperidin-1-yl)-ethyl]-cyclohexylamine dihydrochloride), Cl.Cl.O1C=C(C=C2C1=CC=C2)C2N(CCCC2)CC[C@@H]2CC[C@H](CC2)N (trans-4-[2-(4-benzofuran-3-yl-piperidin-1-yl)-ethyl]-cyclohexylamine dihydrochloride), O1COC2=C1C=CC(=C2)CC(=O)O (2-(benzo[1,3]dioxol-5-yl)-acetic acid). Product: O1COC2=C1C=CC(=C2)CC(=O)N[C@@H]2CC[C@H](CC2)CCN2C(CCCC2)C=2C=C1C(=CC=C1)OC2 (trans-2-Benzo[1,3]dioxol-5-yl-N-{4-[2-(4-benzofuran-3-yl-piperidin-1-yl)-ethyl]-cyclohexyl}-acetamide). Procedure: The title compound, off-white solid (79 mg, 65%), MS (ISP) m/z=489.3 [(M+H)+], mp 177° C., was prepared in accordance with the general method of example 1 from trans-4-[2-(4-benzofuran-3-yl-piperidin-1-yl)-ethyl]-cyclohexylamine dihydrochloride (intermediate A) (100 mg, 0.25 mmol) and 2-(benzo[1,3]dioxol-5-yl)-acetic acid. The reactants are ClC1=CC(=C(C=C1OC(C)C)NC(CC(CC(=O)O)C(F)(F)F)=O)F (N-(4'-chloro-2'-fluoro-5'-isopropyloxyphenyl)-3-(trifluoromethyl)glutaramic acid), [Na].C(C1=CC=CC=C1)(=O)C1=CC=CC=C1 (sodium benzophenone). The solvent is O1CCCC1 (tetrahydrofuran). Conditions: time 150 hour. The product is ClC1=CC(=C(C=C1OC(C)C)NC(CC(CCO)C(F)(F)F)=O)F (N-(4'-chloro-2'-fluoro-5'-isopropyloxyphenyl)-5-hydroxy-3-(trifluoromethyl)pentanamide). Yield: 39.2%. As a reaction SMILES: [Cl:1][C:2]1[C:7]([O:8][CH:9]([CH3:11])[CH3:10])=[CH:6][C:5]([NH:12][C:13](=[O:24])[CH2:14][CH:15]([C:20]([F:23])([F:22])[F:21])[CH2:16][C:17](O)=[O:18])=[C:4]([F:25])[CH:3]=1.[Na].C(C1C=CC=CC=1)(=O)C1C=CC=CC=1>O1CCCC1>[Cl:1][C:2]1[C:7]([O:8][CH:9]([CH3:11])[CH3:10])=[CH:6][C:5]([NH:12][C:13](=[O:24])[CH2:14][CH:15]([C:20]([F:22])([F:21])[F:23])[CH2:16][CH2:17][OH:18])=[C:4]([F:25])[CH:3]=1 |f:1.2,^1:25|. Procedure: To a solution of N-(4'-chloro-2'-fluoro-5'-isopropyloxyphenyl)-3-(trifluoromethyl)glutaramic acid (4.32 g, 11.4 mmol) in 20 ml of tetrahydrofuran, (freshly distilled from sodium/benzophenone) was slowly added 10M borane-methyl sulfide complex (1.18 ml) via syringe. The temperature was maintained at 10°-20° C. with an ice bath while vigorous bubbling was evident. The mixture was allowed to warm slowly to room temperature and stirred 150 hrs while kept under nitrogen, heated to 55° C. for 6 hours,... Reactants: C(C)OC(=O)C=1C=NN2C1N=CC(=C2O)C(=O)O (3-Ethoxycarbonyl-7-hydroxypyrazolo[1,5-a]pyrimidine-6-carboxylic acid), Cl.FC1=CC=CC2=C1OCC21CCNCC1 (7-fluoro-2H-spiro[benzofuran-3,4′-piperidine]hydrochloride). Yields the product C(C)OC(=O)C=1C=NN2C1N=CC(=C2O)C(=O)N2CCC1(CC2)COC2=C1C=CC=C2F (3-Ethoxycarbonyl-6-(7-fluoro-2H-spiro[benzofuran-3,4′-piperidine]-1′-ylcarbonyl)-7-hydroxypyrazolo[1,5-a]pyrimidine). Isolated yield 78.0%. Reaction SMILES: [CH2:1]([O:3][C:4]([C:6]1[CH:7]=[N:8][N:9]2[C:14]([OH:15])=[C:13]([C:16]([OH:18])=O)[CH:12]=[N:11][C:10]=12)=[O:5])[CH3:2].Cl.[F:20][C:21]1[C:26]2[O:27][CH2:28][C:29]3([CH2:34][CH2:33][NH:32][CH2:31][CH2:30]3)[C:25]=2[CH:24]=[CH:23][CH:22]=1>>[CH2:1]([O:3][C:4]([C:6]1[CH:7]=[N:8][N:9]2[C:14]([OH:15])=[C:13]([C:16]([N:32]3[CH2:33][CH2:34][C:29]4([C:25]5[CH:24]=[CH:23][CH:22]=[C:21]([F:20])[C:26]=5[O:27][CH2:28]4)[CH2:30][CH2:31]3)=[O:18])[CH:12]=[N:11][C:10]=12)=[O:5])[CH3:2] |f:1.2|. Procedure: In the same manner as in Example 19, step 3 and using 3-ethoxycarbonyl-7-hydroxypyrazolo[1,5-a]pyrimidine-6-carboxylic acid (0.416 g, 1.66 mmol) obtained in Example 19, step 2 and 7-fluoro-2H-spiro[benzofuran-3,4′-piperidine]hydrochloride (0.500 g, 1.99 mmol) obtained in Reference Example 5, the title compound (0.570 g, 79%) was obtained. The reactants are COc1ccc2cc(CCl)c(C)nc2c1, N#C[K], N#C[Na]. Product: COc1ccc2cc(CC#N)c(C)nc2c1. RXN SMILES: [Cl:1][CH2:2][c:3]1[c:4]([CH3:15])[n:5][c:6]2[cH:7][c:8]([O:13][CH3:14])[cH:9][cH:10][c:11]2[cH:12]1.[K:19][C:20]#[N:21].[Na:16][C:17]#[N:18]>>[CH2:2]([c:3]1[c:4]([CH3:15])[n:5][c:6]2[cH:7][c:8]([O:13][CH3:14])[cH:9][cH:10][c:11]2[cH:12]1)[C:17]#[N:18]. The reactants are IC=1C=NN(C1)C1OCCCC1 (4-iodo-1-(tetrahydro-2H-pyran-2-yl)-1H-pyrazole), O1CCOCC1 (dioxane), C1(=CCCC1)B1OC(C(O1)(C)C)(C)C (2-cyclopent-1-en-1-yl-4,4,5,5-tetramethyl-1,3,2-dioxaborolane), C([O-])([O-])=O.[Cs+].[Cs+] (cesium carbonate). Reagents/catalysts: C1=CC=C(C=C1)P([C-]2C=CC=C2)C3=CC=CC=C3.C1=CC=C(C=C1)P([C-]2C=CC=C2)C3=CC=CC=C3.Cl[Pd]Cl.[Fe+2] ([1,1′-bis(diphenylphosphino)ferrocene]dichloropalladium). Solvent: O (water). Yields the product C1(=CCCC1)C=1C=NN(C1)C1OCCCC1 (4-(Cyclopent-1-en-1-yl)-1-(tetrahydro-2H-pyran-2-yl)-1H-pyrazole). Yield: 84.5%. Reaction SMILES: I[C:2]1[CH:3]=[N:4][N:5]([CH:7]2[CH2:12][CH2:11][CH2:10][CH2:9][O:8]2)[CH:6]=1.[C:13]1(B2OC(C)(C)C(C)(C)O2)[CH2:17][CH2:16][CH2:15][CH:14]=1.C(=O)([O-])[O-].[Cs+].[Cs+].O1CCOCC1>C1C=CC(P(C2C=CC=CC=2)[C-]2C=CC=C2)=CC=1.C1C=CC(P(C2C=CC=CC=2)[C-]2C=CC=C2)=CC=1.Cl[Pd]Cl.[Fe+2].O>[C:13]1([C:2]2[CH:3]=[N:4][N:5]([CH:7]3[CH2:12][CH2:11][CH2:10][CH2:9][O:8]3)[CH:6]=2)[CH2:17][CH2:16][CH2:15][CH:14]=1 |f:2.3.4,6.7.8.9|. Procedure details: The reaction and aftertreatment were conducted in the same manner as in Example 39a by using 4-iodo-1-(tetrahydro-2H-pyran-2-yl)-1H-pyrazole (J. Org. Chem., 2007, 72 (9), 3589-3591; 1.51 g, 5.42 mmol), 2-cyclopent-1-en-1-yl-4,4,5,5-tetramethyl-1,3,2-dioxaborolane (1.37 g, 7.05 mmol), [1,1′-bis(diphenylphosphino)ferrocene]dichloropalladium (II) (317 mg, 0.434 mmol), cesium carbonate (6.01 g, 18.4 mmol), dioxane (27 mL) and water (5.0 mL), to yield the title compound (1.00 g, 85%) as a colorless o... The reactants are C(C)(C)(C)OC(N(CCC(C)C)CC1=C(C=C(C=C1F)C1=C(C=C(C=C1)C(N)=O)C)F)=O ((4′-Carbamoyl-3,5-difluoro-2′-methyl-biphenyl-4-ylmethyl)-(3-methyl-butyl)-carbamic acid tert-butyl ester), Cl (hydrogen chloride). Solvent: ClCCl (dichloromethane), O1CCOCC1 (dioxane). Reaction conditions: time 8 hour. The product is Cl.FC=1C=C(C=C(C1CNCCC(C)C)F)C1=C(C=C(C=C1)C(=O)N)C (3′,5′Difluoro-2-methyl-4′-[(3-methyl-butylamino)-methyl]-biphenyl-4-carboxylic acid amide hydrochloride salt). RXN SMILES: C(OC(=O)[N:7]([CH2:13][C:14]1[C:19]([F:20])=[CH:18][C:17]([C:21]2[CH:26]=[CH:25][C:24]([C:27](=[O:29])[NH2:28])=[CH:23][C:22]=2[CH3:30])=[CH:16][C:15]=1[F:31])[CH2:8][CH2:9][CH:10]([CH3:12])[CH3:11])(C)(C)C.[ClH:33]>ClCCl.O1CCOCC1>[ClH:33].[F:20][C:19]1[CH:18]=[C:17]([C:21]2[CH:26]=[CH:25][C:24]([C:27]([NH2:28])=[O:29])=[CH:23][C:22]=2[CH3:30])[CH:16]=[C:15]([F:31])[C:14]=1[CH2:13][NH:7][CH2:8][CH2:9][CH:10]([CH3:12])[CH3:11] |f:4.5|. Reported procedure: (4′-Carbamoyl-3,5-difluoro-2′-methyl-biphenyl-4-ylmethyl)-(3-methyl-butyl)-carbamic acid tert-butyl ester (I-1e: 40 g) was dissolved in 500 mL of dichloromethane and treated with 34 ml of a 4.0 M hydrogen chloride solution in dioxane. After stirring overnight at room temperature, the volatiles were removed under reduced pressure and the resulting crude material was suspended in ethanol (200 mL), heated at reflux for 20 minutes and stirred overnight at room temperature. The resulting slurry was c...